Task: describe an organic reaction: reactants, conditions, products, and yield. Dataset: the Open Reaction Database (ORD), a public repository of structured organic reaction records Reactants: CC(C)(C)[Si](Cl)(c1ccccc1)c1ccccc1, OCCCO, CN(C)C=O, CCOC(C)=O, c1c[nH]cn1. Yields the product CC(C)(C)[Si](OCCCO)(c1ccccc1)c1ccccc1. Reaction SMILES: [C:11]([CH3:12])([CH3:13])([CH3:14])[Si:15]([c:16]1[cH:17][cH:18][cH:19][cH:20][cH:21]1)([c:22]1[cH:23][cH:24][cH:25][cH:26][cH:27]1)[Cl:28].[CH2:1]([CH2:2][CH2:3][OH:4])[OH:5].[CH3:29][N:30]([CH3:31])[CH:32]=[O:33].[CH3:34][CH2:35][O:36][C:37](=[O:38])[CH3:39].[nH:6]1[cH:7][cH:8][n:9][cH:10]1>>[CH2:1]([CH2:2][CH2:3][O:4][Si:15]([C:11]([CH3:12])([CH3:13])[CH3:14])([c:16]1[cH:17][cH:18][cH:19][cH:20][cH:21]1)[c:22]1[cH:23][cH:24][cH:25][cH:26][cH:27]1)[OH:5]. Reactants: [BH3-]C#N.[Na+] (NaCNBH3), N1CC(C1)N1C=NC2=C1C=C(C=C2)Br (1-(azetidin-3-yl)-6-bromo-1H-benzo[d]imidazole), C=O (HCHO). Reagents/catalysts: CC(=O)O (AcOH). Run in CO (MeOH). Reaction conditions: time 30 minute. Product: BrC=1C=CC2=C(N(C=N2)C2CN(C2)C)C1 (6-bromo-1-(1-methylazetidin-3-yl)-1H-benzo[d]imidazole). RXN SMILES: [NH:1]1[CH2:4][CH:3]([N:5]2[C:9]3[CH:10]=[C:11]([Br:14])[CH:12]=[CH:13][C:8]=3[N:7]=[CH:6]2)[CH2:2]1.C=O.[BH3-][C:18]#N.[Na+]>CO.CC(O)=O>[Br:14][C:11]1[CH:12]=[CH:13][C:8]2[N:7]=[CH:6][N:5]([CH:3]3[CH2:4][N:1]([CH3:18])[CH2:2]3)[C:9]=2[CH:10]=1 |f:2.3|. Procedure: To a solution of 1-(azetidin-3-yl)-6-bromo-1H-benzo[d]imidazole (100 mg, 0.396 mmol) in MeOH (10 mL) was added HCHO (300 mg, 3.96 mmol) and AcOH (two drops). The reaction mixture was stirred at room temperature for 30 min. NaCNBH3 (29.7 mg, 0.476 mmol) was then added and the reaction mixture stirred at room temperature for 2 h. The solvents were then removed by concentration and the residue was used for next step without purification. ESI-MS (m/z): 266.1 [M+1] Starting materials: BrC=1C=C(OCCCCCCC=2C(=C(OCCCC(=O)O)C=CC2)CCC(=O)O)C=C(C1)COC (4-[3-[6-(3-bromo-5-methoxymethyl-phenoxy)-hexyl]-2-(2-carboxy-ethyl)-phenoxy]-butyric acid), N1=CN=CC(=C1)B(O)O (5-pyrimidinylboronic acid), C([O-])([O-])=O.[Cs+].[Cs+] (cesium carbonate). Reagents/catalysts: C1=CC=C(C=C1)P([C-]2C=CC=C2)C3=CC=CC=C3.C1=CC=C(C=C1)P([C-]2C=CC=C2)C3=CC=CC=C3.Cl[Pd]Cl.[Fe+2] ([1,1′-bis(diphenylphosphino)ferrocene]dichloropalladium(II)). Yields the product C(=O)(O)CCC1=C(OCCCC(=O)O)C=CC=C1CCCCCCOC1=CC(=CC(=C1)C=1C=NC=NC1)COC (4-[2-(2-carboxy-ethyl)-3-[6-(3-methoxymethyl-5-pyrimidin-5-yl-phenoxy)-hexyl]-phenoxy]-butyric acid). The yield is 69.8%. RXN SMILES: Br[C:2]1[CH:3]=[C:4]([CH:30]=[C:31]([CH2:33][O:34][CH3:35])[CH:32]=1)[O:5][CH2:6][CH2:7][CH2:8][CH2:9][CH2:10][CH2:11][C:12]1[C:13]([CH2:25][CH2:26][C:27]([OH:29])=[O:28])=[C:14]([CH:22]=[CH:23][CH:24]=1)[O:15][CH2:16][CH2:17][CH2:18][C:19]([OH:21])=[O:20].[N:36]1[CH:41]=[C:40](B(O)O)[CH:39]=[N:38][CH:37]=1.C(=O)([O-])[O-].[Cs+].[Cs+]>C1C=CC(P(C2C=CC=CC=2)[C-]2C=CC=C2)=CC=1.C1C=CC(P(C2C=CC=CC=2)[C-]2C=CC=C2)=CC=1.Cl[Pd]Cl.[Fe+2]>[C:27]([CH2:26][CH2:25][C:13]1[C:12]([CH2:11][CH2:10][CH2:9][CH2:8][CH2:7][CH2:6][O:5][C:4]2[CH:3]=[C:2]([C:40]3[CH:41]=[N:36][CH:37]=[N:38][CH:39]=3)[CH:32]=[C:31]([CH2:33][O:34][CH3:35])[CH:30]=2)=[CH:24][CH:23]=[CH:22][C:14]=1[O:15][CH2:16][CH2:17][CH2:18][C:19]([OH:21])=[O:20])([OH:29])=[O:28] |f:2.3.4,5.6.7.8|. Procedure: A similar procedure as described in step 3, method B was used, starting from 4-[3-[6-(3-bromo-5-methoxymethyl-phenoxy)-hexyl]-2-(2-carboxy-ethyl)-phenoxy]-butyric acid (209 mg, 0.38 mmol), 5-pyrimidinylboronic acid (94 mg, 0.76 mmol), [1,1′-bis(diphenylphosphino)ferrocene]dichloropalladium(II) (51 mg, 0.07 mmol), and cesium carbonate (492 mg, 1.51 mmol) to obtain 4-[2-(2-carboxy-ethyl)-3-[6-(3-methoxymethyl-5-pyrimidin-5-yl-phenoxy)-hexyl]-phenoxy]-butyric acid (146 mg, 70%) as a light brown pas... Reactants: compound, ClC=1C2=C(N=CN1)C=CC(=N2)Cl (4,6-dichloro-pyrido[3,2-d]pyrimidine), SC1=NNC=N1 (3-mercapto-[1,2,4]triazole), NC1=NC=C(C=C1)F (2-amino-5-fluoropyridine). Yields the product FC=1C=CC(=NC1)NC=1C2=C(N=CN1)C=CC(=N2)SC2=NNC=N2 ((5-Fluoropyridin-2-yl)-6-(1,2,4-triazol-3-yl-sulfanyl)pyrido[3,2-d]pyrimidin-4-yl-amine). RXN SMILES: [SH:1][C:2]1[N:6]=[CH:5][NH:4][N:3]=1.[NH2:7][C:8]1[CH:13]=[CH:12][C:11]([F:14])=[CH:10][N:9]=1.Cl[C:16]1[C:17]2[N:25]=[C:24](Cl)[CH:23]=[CH:22][C:18]=2[N:19]=[CH:20][N:21]=1>>[F:14][C:11]1[CH:12]=[CH:13][C:8]([NH:7][C:16]2[C:17]3[N:25]=[C:24]([S:1][C:2]4[N:6]=[CH:5][NH:4][N:3]=4)[CH:23]=[CH:22][C:18]=3[N:19]=[CH:20][N:21]=2)=[N:9][CH:10]=1. Reported procedure: The compound of Example 50 was manufactured by the same method as in Example 31, by a similar method thereto or by a combination of such a method with a conventional method using 3-mercapto-[1,2,4]triazole, 2-amino-5-fluoropyridine and 4,6-dichloro-pyrido[3,2-d]pyrimidine. Yields the product COc1ccc(-c2ccc3c(c2)C(c2cccc(C#N)c2)=NCC(=O)N3C)c(OC)c1. As a reaction SMILES: [BH:23]([OH:24])[OH:25].[Br:1][c:2]1[cH:3][c:4]2[c:5]([cH:21][cH:22]1)[N:6]([CH3:20])[C:7](=[O:19])[CH2:8][N:9]=[C:10]2[c:11]1[cH:12][c:13]([C:14]#[N:15])[cH:16][cH:17][cH:18]1.[CH3:32][O:33][c:34]1[c:35]([B:42]([OH:43])[OH:44])[cH:36][cH:37][c:38]([O:40][CH3:41])[cH:39]1.[cH:26]1[cH:27][cH:28][cH:29][cH:30][cH:31]1>>[c:2]1(-[c:35]2[c:34]([O:33][CH3:32])[cH:39][c:38]([O:40][CH3:41])[cH:37][cH:36]2)[cH:3][c:4]2[c:5]([cH:21][cH:22]1)[N:6]([CH3:20])[C:7](=[O:19])[CH2:8][N:9]=[C:10]2[c:11]1[cH:12][c:13]([C:14]#[N:15])[cH:16][cH:17][cH:18]1. Reactants: OBO, CN1C(=O)CN=C(c2cccc(C#N)c2)c2cc(Br)ccc21, COc1ccc(B(O)O)c(OC)c1, c1ccccc1.